Task: describe an organic reaction: reactants, conditions, products, and yield. Dataset: the Open Reaction Database (ORD), a public repository of structured organic reaction records Starting materials: O=C(Cl)c1ccncc1, CN1CCC(N(C)c2cccc(N)n2)CC1, Cl, c1ccncc1. The product is CN1CCC(N(C)c2cccc(NC(=O)c3ccncc3)n2)CC1, Cl. As a reaction SMILES: [C:18]([c:19]1[cH:20][cH:21][n:22][cH:23][cH:24]1)(=[O:25])[Cl:26].[CH3:1][N:2]([c:3]1[n:4][c:5]([NH2:9])[cH:6][cH:7][cH:8]1)[CH:10]1[CH2:11][CH2:12][N:13]([CH3:16])[CH2:14][CH2:15]1.[ClH:17].[cH:27]1[cH:28][cH:29][n:30][cH:31][cH:32]1>>[CH3:1][N:2]([c:3]1[n:4][c:5]([NH:9][C:18]([c:19]2[cH:20][cH:21][n:22][cH:23][cH:24]2)=[O:25])[cH:6][cH:7][cH:8]1)[CH:10]1[CH2:11][CH2:12][N:13]([CH3:16])[CH2:14][CH2:15]1.[ClH:26]. The reactants are [H-].[Na+] (Sodium hydride), NC=1SC(=NN1)SCCN(CC)CC (2-amino-5-diethylaminoethylthio-1,3,4-thiadiazole), C(C)(C)(C)C=1C=C(C(=O)O)C=C(C1)C(C)(C)C (3,5-Di-tert-butylbenzoic acid), C(=O)(N1C=NC=C1)N1C=NC=C1 (carbonyldiimidazole). The solvent is O1CCCC1 (tetrahydrofuran), O1CCCC1 (tetrahydrofuran). Reaction conditions: time 4 hour. Yields the product C(C)(C)(C)C=1C=C(C(=O)NC=2SC(=NN2)SCCN(CC)CC)C=C(C1)C(C)(C)C (2-(3,5-di-tert-butylbenzoyl)amino-5-diethylaminoethylthio-1,3,4-thiadiazol). Yield: 34.1%. As a reaction SMILES: [H-].[Na+].[NH2:3][C:4]1[S:5][C:6]([S:9][CH2:10][CH2:11][N:12]([CH2:15][CH3:16])[CH2:13][CH3:14])=[N:7][N:8]=1.[C:17]([C:21]1[CH:22]=[C:23]([CH:27]=[C:28]([C:30]([CH3:33])([CH3:32])[CH3:31])[CH:29]=1)[C:24](O)=[O:25])([CH3:20])([CH3:19])[CH3:18].C(N1C=CN=C1)(N1C=CN=C1)=O>O1CCCC1>[C:30]([C:28]1[CH:27]=[C:23]([CH:22]=[C:21]([C:17]([CH3:20])([CH3:19])[CH3:18])[CH:29]=1)[C:24]([NH:3][C:4]1[S:5][C:6]([S:9][CH2:10][CH2:11][N:12]([CH2:15][CH3:16])[CH2:13][CH3:14])=[N:7][N:8]=1)=[O:25])([CH3:33])([CH3:32])[CH3:31] |f:0.1|. Procedure details: Sodium hydride (0.6 g) and 2-amino-5-diethylaminoethylthio-1,3,4-thiadiazole (2.3 g) were stirred in tetrahydrofuran (30 ml) for 30 minutes while being cooled with ice. 3,5-Di-tert-butylbenzoic acid (2.3 g) and carbonyldiimidazole (1.8 g) were stirred in tetrahydrofuran (30 ml) for 30 minutes at room temperature and the mixture was added to the former reaction mixture. The mixture was stirred for 4 hours at room temperature, and then concentrated under a vacuum. The residue, with water added the... Starting materials: Cc1nnn(-c2ccc(F)cc2)c1CO, O=S(Cl)Cl, c1ccccc1. Product: Cc1nnn(-c2ccc(F)cc2)c1CCl. RXN SMILES: [F:1][c:2]1[cH:3][cH:4][c:5](-[n:8]2[n:9][n:10][c:11]([CH3:15])[c:12]2[CH2:13][OH:14])[cH:6][cH:7]1.[S:16]([Cl:17])([Cl:18])=[O:19].[cH:20]1[cH:21][cH:22][cH:23][cH:24][cH:25]1>>[F:1][c:2]1[cH:3][cH:4][c:5](-[n:8]2[n:9][n:10][c:11]([CH3:15])[c:12]2[CH2:13][Cl:18])[cH:6][cH:7]1.